Dataset: the Open Reaction Database (ORD), a public repository of structured organic reaction records. Task: describe an organic reaction: reactants, conditions, products, and yield Procedure: Cysteamine hydrochloride (7.62 g) was added to a solution of sodium (4.70 g) in ethanol (170 cc) and the mixture was stirred and cooled to 10° and 2-chloromethyl-4-methoxypyridine hydrochloride (11.5 g) in methanol (50 cc) was added over 35 minutes, and the mixture was left overnight at room temperature. The mixture was filtered and the filtrate was evaporated to a residue which was partitioned between chloroform and water. The chloroform extract was evaporated to an oil which was crystallised f... The product is Cl.Cl.NCCSCC1=NC=CC(=C1)OC (2-(2-aminoethylthiomethyl)-4-methoxypyridine dihydrochloride). The reactants are Cl.NCCS (Cysteamine hydrochloride), [Na] (sodium), Cl.ClCC1=NC=CC(=C1)OC (2-chloromethyl-4-methoxypyridine hydrochloride). Solvent: C(C)O (ethanol), CO (methanol). Yield: 77.2%. Conditions: time 8 hour. RXN SMILES: [ClH:1].[NH2:2][CH2:3][CH2:4][SH:5].[Na].Cl.[Cl:8][CH2:9][C:10]1[CH:15]=[C:14]([O:16][CH3:17])[CH:13]=[CH:12][N:11]=1>C(O)C.CO>[ClH:8].[ClH:1].[NH2:2][CH2:3][CH2:4][S:5][CH2:9][C:10]1[CH:15]=[C:14]([O:16][CH3:17])[CH:13]=[CH:12][N:11]=1 |f:0.1,3.4,7.8.9,^1:5|. As a reaction SMILES: [CH3:1][N:2]([CH3:3])[CH2:4][CH2:5][CH2:6][C:7](=[CH:8][CH2:9][CH2:10][C:11](=[CH:12][CH2:13][CH:14]([C:15](=[O:16])[OH:17])[C:18]([OH:19])=[O:20])[CH3:21])[CH3:22].[CH3:23][CH2:24][CH2:25][CH2:26][CH2:27][CH2:28][CH2:29][CH2:30][CH2:31][CH3:32]>>[CH3:1][N:2]([CH3:3])[CH2:4][CH2:5][CH2:6][C:7](=[CH:8][CH2:9][CH2:10][C:11](=[CH:12][CH2:13][CH2:14][C:15](=[O:16])[OH:17])[CH3:21])[CH3:22]. Product: CC(=CCCC(=O)O)CCC=C(C)CCCN(C)C. Starting materials: CC(=CCC(C(=O)O)C(=O)O)CCC=C(C)CCCN(C)C, CCCCCCCCCC.